From a dataset of the Open Reaction Database (ORD), a public repository of structured organic reaction records. describe an organic reaction: reactants, conditions, products, and yield Reactants: CC(C)(C)c1ccc(CN)cc1, CC#N, Cc1ccc(NC(=O)C(Cl)(Cl)Cl)c2cn[nH]c12, C1CCC2=NCCCN2CC1. Yields the product Cc1ccc(NC(=O)NCc2ccc(C(C)(C)C)cc2)c2cn[nH]c12. As a reaction SMILES: [C:18]([CH3:19])([CH3:20])([CH3:21])[c:22]1[cH:23][cH:24][c:25]([CH2:26][NH2:27])[cH:28][cH:29]1.[CH3:41][C:42]#[N:43].[Cl:1][C:2]([C:3](=[O:4])[NH:5][c:6]1[c:7]2[cH:8][n:9][nH:10][c:11]2[c:12]([CH3:15])[cH:13][cH:14]1)([Cl:16])[Cl:17].[N:30]12[CH2:31][CH2:32][CH2:33][N:34]=[C:35]1[CH2:36][CH2:37][CH2:38][CH2:39][CH2:40]2>>[C:3](=[O:4])([NH:5][c:6]1[c:7]2[cH:8][n:9][nH:10][c:11]2[c:12]([CH3:15])[cH:13][cH:14]1)[NH:27][CH2:26][c:25]1[cH:24][cH:23][c:22]([C:18]([CH3:19])([CH3:20])[CH3:21])[cH:29][cH:28]1. Reactants: C1CCOC1, COC(=O)c1ccc(Oc2cc(OC(C)CO[Si](C)(C)C(C)(C)C)cc(C(=O)Nc3ccn(C)n3)c2)nc1, [Li+], [OH-], O, O. The product is CC(CO[Si](C)(C)C(C)(C)C)Oc1cc(Oc2ccc(C(=O)O)cn2)cc(C(=O)Nc2ccn(C)n2)c1. Reaction SMILES: [CH2:43]1[O:44][CH2:45][CH2:46][CH2:47]1.[CH3:4][C:5]([CH3:6])([CH3:7])[Si:8]([O:9][CH2:10][CH:11]([CH3:12])[O:13][c:14]1[cH:15][c:16]([O:29][c:30]2[cH:31][cH:32][c:33]([C:36](=[O:37])[O:38][CH3:39])[cH:34][n:35]2)[cH:17][c:18]([C:20](=[O:21])[NH:22][c:23]2[n:24][n:25]([CH3:28])[cH:26][cH:27]2)[cH:19]1)([CH3:40])[CH3:41].[Li+:3].[OH-:2].[OH2:1].[OH2:42]>>[CH3:4][C:5]([CH3:6])([CH3:7])[Si:8]([O:9][CH2:10][CH:11]([CH3:12])[O:13][c:14]1[cH:15][c:16]([O:29][c:30]2[cH:31][cH:32][c:33]([C:36](=[O:37])[OH:38])[cH:34][n:35]2)[cH:17][c:18]([C:20](=[O:21])[NH:22][c:23]2[n:24][n:25]([CH3:28])[cH:26][cH:27]2)[cH:19]1)([CH3:40])[CH3:41].